Dataset: the Open Reaction Database (ORD), a public repository of structured organic reaction records. Task: describe an organic reaction: reactants, conditions, products, and yield The reactants are BrCc1cc2cnccc2o1, CC(C)(C)OC(=O)N1CCC(O)CC1, C1CCOC1, Cl, [H-], [Na+]. RXN SMILES: [Br:18][CH2:19][c:20]1[cH:21][c:22]2[cH:23][n:24][cH:25][cH:26][c:27]2[o:28]1.[C:3]([CH3:4])([CH3:5])([CH3:6])[O:7][C:8](=[O:9])[N:10]1[CH2:11][CH2:12][CH:13]([OH:16])[CH2:14][CH2:15]1.[CH2:29]1[O:30][CH2:31][CH2:32][CH2:33]1.[ClH:17].[H-:2].[Na+:1]>>[C:3]([CH3:4])([CH3:5])([CH3:6])[O:7][C:8](=[O:9])[N:10]1[CH2:11][CH2:12][CH:13]([O:16][CH2:19][c:20]2[cH:21][c:22]3[cH:23][n:24][cH:25][cH:26][c:27]3[o:28]2)[CH2:14][CH2:15]1. Yields the product CC(C)(C)OC(=O)N1CCC(OCc2cc3cnccc3o2)CC1. Starting materials: CCc1cc(OC)c(Oc2ccc(C(=O)O)cc2F)cc1F, CN(C)C=O, CCN(C(C)C)C(C)C, O=C(Cl)C(=O)Cl, ClCCl, Cl, O=C1CNCCN1. Product: CCc1cc(OC)c(Oc2ccc(C(=O)N3CCNC(=O)C3)cc2F)cc1F. RXN SMILES: [CH2:1]([CH3:2])[c:3]1[cH:4][c:5]([O:21][CH3:22])[c:6]([O:7][c:8]2[c:9]([F:17])[cH:10][c:11]([C:12](=[O:13])[OH:14])[cH:15][cH:16]2)[cH:18][c:19]1[F:20].[CH3:49][N:50]([CH3:51])[CH:52]=[O:53].[CH:36]([N:37]([CH:38]([CH3:39])[CH3:40])[CH2:41][CH3:42])([CH3:43])[CH3:44].[Cl:23][C:24]([C:25]([Cl:26])=[O:27])=[O:28].[Cl:46][CH2:47][Cl:48].[ClH:45].[NH:29]1[C:30](=[O:35])[CH2:31][NH:32][CH2:33][CH2:34]1>>[CH2:1]([CH3:2])[c:3]1[cH:4][c:5]([O:21][CH3:22])[c:6]([O:7][c:8]2[c:9]([F:17])[cH:10][c:11]([C:12](=[O:14])[N:32]3[CH2:31][C:30](=[O:35])[NH:29][CH2:34][CH2:33]3)[cH:15][cH:16]2)[cH:18][c:19]1[F:20]. The reactants are ClC1=CC=C(CNC(=O)C=2C(C3=C(N(C2)CC)SC(=C3)C#CCCO)=O)C=C1 (N-(4-chlorobenzyl)-7-ethyl-2-(4-hydroxy-1-butynyl)-4-oxo-4,7-dihydrothieno[2,3-b]pyridine-5-carboxamide). Reagents/catalysts: [Pd] (Pd/C). The solvent is C(Cl)Cl.CO (CH2Cl2 CH3OH). Product: ClC1=CC=C(CNC(=O)C=2C(C3=C(N(C2)CC)SC(=C3)CCCCO)=O)C=C1 (N-(4-chlorobenzyl)-7-ethyl-2-(4-hydroxybutyl)-4-oxo-4,7-dihydrothieno[2,3-b]pyridine-5-carboxamide). Yield: 81.0%. As a reaction SMILES: [Cl:1][C:2]1[CH:28]=[CH:27][C:5]([CH2:6][NH:7][C:8]([C:10]2[C:11](=[O:26])[C:12]3[CH:20]=[C:19]([C:21]#[C:22][CH2:23][CH2:24][OH:25])[S:18][C:13]=3[N:14]([CH2:16][CH3:17])[CH:15]=2)=[O:9])=[CH:4][CH:3]=1>[Pd].C(Cl)Cl.CO>[Cl:1][C:2]1[CH:3]=[CH:4][C:5]([CH2:6][NH:7][C:8]([C:10]2[C:11](=[O:26])[C:12]3[CH:20]=[C:19]([CH2:21][CH2:22][CH2:23][CH2:24][OH:25])[S:18][C:13]=3[N:14]([CH2:16][CH3:17])[CH:15]=2)=[O:9])=[CH:27][CH:28]=1 |f:2.3|. Procedure details: A solution of N-(4-chlorobenzyl)-7-ethyl-2-(4-hydroxy-1-butynyl)-4-oxo-4,7-dihydrothieno[2,3-b]pyridine-5-carboxamide (Example No. 15) (0.257 g) in 1/1 CH2Cl2/CH3OH (50 mL) is hydrogenated over 10% Pd/C (75 mg) at 35 psi for 2 h. The reaction mixture is filtered through a Celite pad, and the filtrate is concentrated in vacuo. The resulting pale yellow solid is purified via column chromatography (CH2Cl2:CH3OH; 98:2). Fractions homogeneous by TLC are combined and concentrated in vacuo to yield 0.2...